This data is from the Open Reaction Database (ORD), a public repository of structured organic reaction records. The task is: describe an organic reaction: reactants, conditions, products, and yield Reactants: [BH3-]C#N, O=C([O-])O, CC(=O)[O-], CO, Cl, Cl, Cl, COC(=O)C(N)Cc1cn(C)cn1, [Na+], [Na+], [Na+], CC(C)(C)OC(=O)NCC=O, O. The product is COC(=O)C(Cc1cn(C)cn1)NCCNC(=O)OC(C)(C)C. Reaction SMILES: [C:32]([BH3-:33])#[N:34].[C:37](=[O:38])([OH:39])[O-:40].[CH3:17][C:18](=[O:19])[O-:20].[CH3:42][OH:43].[ClH:1].[ClH:2].[ClH:36].[NH2:3][CH:4]([C:5](=[O:6])[O:7][CH3:8])[CH2:9][c:10]1[n:11][cH:12][n:13]([CH3:15])[cH:14]1.[Na+:16].[Na+:35].[Na+:41].[O:21]=[CH:22][CH2:23][NH:24][C:25]([O:26][C:27]([CH3:28])([CH3:29])[CH3:30])=[O:31].[OH2:44]>>[NH:3]([CH:4]([C:5](=[O:6])[O:7][CH3:8])[CH2:9][c:10]1[n:11][cH:12][n:13]([CH3:15])[cH:14]1)[CH2:22][CH2:23][NH:24][C:25]([O:26][C:27]([CH3:28])([CH3:29])[CH3:30])=[O:31]. Starting materials: COc1ccc(-c2ccc(C#N)cc2)cc1COCC1(c2ccccc2)CCN(C(=O)OC(C)(C)C)CC1, ClCCl, O=C(O)C(F)(F)F. The product is COc1ccc(-c2ccc(C#N)cc2)cc1COCC1(c2ccccc2)CCNCC1. RXN SMILES: [C:1](#[N:2])[c:3]1[cH:4][cH:5][c:6](-[c:9]2[cH:10][c:11]([CH2:17][O:18][CH2:19][C:20]3([c:33]4[cH:34][cH:35][cH:36][cH:37][cH:38]4)[CH2:21][CH2:22][N:23]([C:26]([O:27][C:28]([CH3:29])([CH3:30])[CH3:31])=[O:32])[CH2:24][CH2:25]3)[c:12]([O:15][CH3:16])[cH:13][cH:14]2)[cH:7][cH:8]1.[Cl:39][CH2:40][Cl:41].[OH:42][C:43]([C:44]([F:45])([F:46])[F:47])=[O:48]>>[C:1](#[N:2])[c:3]1[cH:4][cH:5][c:6](-[c:9]2[cH:10][c:11]([CH2:17][O:18][CH2:19][C:20]3([c:33]4[cH:34][cH:35][cH:36][cH:37][cH:38]4)[CH2:21][CH2:22][NH:23][CH2:24][CH2:25]3)[c:12]([O:15][CH3:16])[cH:13][cH:14]2)[cH:7][cH:8]1.